From a dataset of the Open Reaction Database (ORD), a public repository of structured organic reaction records. describe an organic reaction: reactants, conditions, products, and yield Starting materials: C(=C)C1=CC2=C(NC3=C(NC2=O)C=CC=C3)N=N1 (2-Vinyl-5,10-dihydro-3,4,5,10-tetraaza-dibenzo[a,d]cyclohepten-11-one), [H][H] (hydrogen). The reagents and catalysts are [Pd] (palladium on charcoal). Run in CO (methanol). Product: C(C)C1=CC2=C(NC3=C(NC2=O)C=CC=C3)N=N1 (2-Ethyl-5,10-dihydro-3,4,5,10-tetraaza-dibenzo[a,d]cyclohepten-11-one). Yield: 100.4%. As a reaction SMILES: [CH:1]([C:3]1[N:18]=[N:17][C:6]2[NH:7][C:8]3[CH:16]=[CH:15][CH:14]=[CH:13][C:9]=3[NH:10][C:11](=[O:12])[C:5]=2[CH:4]=1)=[CH2:2].[H][H]>[Pd].CO>[CH2:1]([C:3]1[N:18]=[N:17][C:6]2[NH:7][C:8]3[CH:16]=[CH:15][CH:14]=[CH:13][C:9]=3[NH:10][C:11](=[O:12])[C:5]=2[CH:4]=1)[CH3:2]. Reported procedure: A solution of 2-vinyl-5,10-dihydro-3,4,5,10-tetraaza-dibenzo[a,d]cyclohepten-11-one from Example 10 (40 mg, 0.17 mmol) and 5 mg of palladium on charcoal (10%) in 50 ml of methanol was stirred under 1 atm of hydrogen for 70 min. Filtration and evaporation to dryness afforded the title compound as a pale yellow solid (41 mg, 87%).